Task: describe an organic reaction: reactants, conditions, products, and yield. Dataset: the Open Reaction Database (ORD), a public repository of structured organic reaction records Reactants: C1(=CC=CC=C1)B(O)O (phenylboronic acid), C (charcoal), BrC1=CC2=C(N(C(=N2)CCCC)CC2=C(C=CC=C2)Cl)C(=C1)C(=O)OC (methyl 5-bromo-2-n-butyl-1-(2-chlorophenyl)methyl-1H-benzimidazole-7-carboxylate), C1(=CC=CC=C1)C (toluene), crude product. Reagents/catalysts: C1=CC=C(C=C1)P(C2=CC=CC=C2)C3=CC=CC=C3.C1=CC=C(C=C1)P(C2=CC=CC=C2)C3=CC=CC=C3.C1=CC=C(C=C1)P(C2=CC=CC=C2)C3=CC=CC=C3.C1=CC=C(C=C1)P(C2=CC=CC=C2)C3=CC=CC=C3.[Pd] (tetrakis(triphenylphosphine)palladium(O)), [OH-].[NH4+] (ammonium hydroxide). Run in CO (methanol), C([O-])([O-])=O.[Na+].[Na+] (sodium carbonate), C(Cl)Cl (methylene chloride), C(Cl)Cl (methylene chloride), C([O-])([O-])=O.[Na+].[Na+] (sodium carbonate). Reaction conditions: temperature 80 celsius. The product is C(CCC)C1=NC2=C(N1CC1=C(C=CC=C1)Cl)C(=CC(=C2)C2=CC=CC=C2)C(=O)OC (methyl 2-n-butyl-1-(2-chlorophenyl)methyl-5-phenyl-1H-benzimidazole-7-carboxylate). Yield: 68.0%. As a reaction SMILES: Br[C:2]1[CH:22]=[C:21]([C:23]([O:25][CH3:26])=[O:24])[C:5]2[N:6]([CH2:13][C:14]3[CH:19]=[CH:18][CH:17]=[CH:16][C:15]=3[Cl:20])[C:7]([CH2:9][CH2:10][CH2:11][CH3:12])=[N:8][C:4]=2[CH:3]=1.[C:27]1(C)[CH:32]=[CH:31][CH:30]=[CH:29][CH:28]=1.C1(B(O)O)C=CC=CC=1.C>CO.C(Cl)Cl.C(=O)([O-])[O-].[Na+].[Na+].[OH-].[NH4+].C1C=CC(P(C2C=CC=CC=2)C2C=CC=CC=2)=CC=1.C1C=CC(P(C2C=CC=CC=2)C2C=CC=CC=2)=CC=1.C1C=CC(P(C2C=CC=CC=2)C2C=CC=CC=2)=CC=1.C1C=CC(P(C2C=CC=CC=2)C2C=CC=CC=2)=CC=1.[Pd]>[CH2:9]([C:7]1[N:6]([CH2:13][C:14]2[CH:19]=[CH:18][CH:17]=[CH:16][C:15]=2[Cl:20])[C:5]2[C:21]([C:23]([O:25][CH3:26])=[O:24])=[CH:22][C:2]([C:27]3[CH:32]=[CH:31][CH:30]=[CH:29][CH:28]=3)=[CH:3][C:4]=2[N:8]=1)[CH2:10][CH2:11][CH3:12] |f:6.7.8,9.10,11.12.13.14.15|. Procedure details: A mixture of methyl 5-bromo-2-n-butyl-1-(2-chlorophenyl)methyl-1H-benzimidazole-7-carboxylate (600 mg, 1.38 mmol), tetrakis(triphenylphosphine)palladium(O) (50 mg), toluene (3 mL) and 2M sodium carbonate solution (1.5 mL) was treated with a solution of phenylboronic acid (200 mg, 1.64 mmol) in methanol (0.3 mL). The resulting mixture was vigorously stirred under an argon atmosphere and heated at 80° C. for 18 hours. The cooled reaction was diluted with methylene chloride, 2M sodium carbonate sol... The reactants are BrB(Br)Br, COc1ccc2c(Oc3ccc(C=CC(=O)O)cc3C(F)(F)F)c(-c3ccccc3)c(C)cc2c1, ClCCl. Yields the product Cc1cc2cc(O)ccc2c(Oc2ccc(C=CC(=O)O)cc2C(F)(F)F)c1-c1ccccc1. RXN SMILES: [B:36]([Br:37])([Br:38])[Br:39].[CH3:1][c:2]1[c:3](-[c:30]2[cH:31][cH:32][cH:33][cH:34][cH:35]2)[c:4]([O:14][c:15]2[c:16]([C:26]([F:27])([F:28])[F:29])[cH:17][c:18]([CH:21]=[CH:22][C:23](=[O:24])[OH:25])[cH:19][cH:20]2)[c:5]2[cH:6][cH:7][c:8]([O:12][CH3:13])[cH:9][c:10]2[cH:11]1.[Cl:40][CH2:41][Cl:42]>>[CH3:1][c:2]1[c:3](-[c:30]2[cH:31][cH:32][cH:33][cH:34][cH:35]2)[c:4]([O:14][c:15]2[c:16]([C:26]([F:27])([F:28])[F:29])[cH:17][c:18]([CH:21]=[CH:22][C:23](=[O:24])[OH:25])[cH:19][cH:20]2)[c:5]2[cH:6][cH:7][c:8]([OH:12])[cH:9][c:10]2[cH:11]1. The reactants are C(CNCCNCCN)N (TETA), C(C1=CC=CC=C1)(=O)O (benzoic acid). Run at temperature 120 celsius. The product is C(CNCCNCCN)N.C(=O)(C1=CC=CC=C1)O (TETA BzOH). The yield is 92.9%. Reaction SMILES: [CH2:1]([NH2:10])[CH2:2][NH:3][CH2:4][CH2:5][NH:6][CH2:7][CH2:8][NH2:9].[C:11]([OH:19])(=[O:18])[C:12]1[CH:17]=[CH:16][CH:15]=[CH:14][CH:13]=1>>[CH2:1]([NH2:10])[CH2:2][NH:3][CH2:4][CH2:5][NH:6][CH2:7][CH2:8][NH2:9].[C:11]([OH:19])([C:12]1[CH:17]=[CH:16][CH:15]=[CH:14][CH:13]=1)=[O:18] |f:2.3|. Procedure details: A 1.0 liter round bottom flask equipped with a nitrogen purge, thermocouple, dropping funnel, Dean Stark collector and condenser, vacuum connection and heating mantle was charged with 292.0 g of TETA (2.0 moles) and heated to 120° C. With agitation, 244.0 g of benzoic acid (2.0 moles) was added over a 30 minute period. After addition was complete, heat was again applied to the reaction mixture to slowly raise the temperature and distill off the water from the condensation reaction. When 36.0 g o... Starting materials: COC(=O)C(CC1CCCC1OC1CCCCO1)c1ccc(Cl)c(Cl)c1, CCO, Cc1ccc(S(=O)(=O)[O-])cc1, c1cc[nH+]cc1. The product is COC(=O)C(CC1CCCC1O)c1ccc(Cl)c(Cl)c1. Reaction SMILES: [CH3:1][O:2][C:3]([CH:4]([CH2:5][CH:6]1[CH:7]([O:11][CH:12]2[CH2:13][CH2:14][CH2:15][CH2:16][O:17]2)[CH2:8][CH2:9][CH2:10]1)[c:18]1[cH:19][c:20]([Cl:25])[c:21]([Cl:24])[cH:22][cH:23]1)=[O:26].[CH3:44][CH2:45][OH:46].[c:27]1([CH3:28])[cH:29][cH:30][c:31]([S:32]([O-:33])(=[O:34])=[O:35])[cH:36][cH:37]1.[nH+:38]1[cH:39][cH:40][cH:41][cH:42][cH:43]1>>[CH3:1][O:2][C:3]([CH:4]([CH2:5][CH:6]1[CH:7]([OH:11])[CH2:8][CH2:9][CH2:10]1)[c:18]1[cH:19][c:20]([Cl:25])[c:21]([Cl:24])[cH:22][cH:23]1)=[O:26].